Dataset: the Open Reaction Database (ORD), a public repository of structured organic reaction records. Task: describe an organic reaction: reactants, conditions, products, and yield Starting materials: C1(CC1)CN1[C@H]2[C@@]3(CCC([C@H]4[C@@]3(C=3C(=C(C=CC3C2)C(=O)N)O4)CC1)=O)O ((5a)-17-(Cyclopropylmethyl)-14-hydroxy-6-oxo-4,5-epoxymorphinan-3-carboxamide), Cl (HCl). The reagents and catalysts are [Zn] (zinc). Solvent: C(C)(=O)O (acetic acid). Reaction conditions: temperature 125 celsius. Product: C1(CC1)CN1[C@H]2[C@@]3(CCCC[C@@]3(C=3C(=C(C=CC3C2)C(=O)N)O)CC1)O (17-(cyclopropylmethyl)-4,14-dihydroxymorphinan-3-carboxamide). Isolated yield 29.4%. RXN SMILES: [CH:1]1([CH2:4][N:5]2[CH2:25][CH2:24][C@:12]34[C:13]5[C:14]6[O:23][C@H:11]3[C:10](=O)[CH2:9][CH2:8][C@@:7]4([OH:27])[C@H:6]2[CH2:19][C:18]=5[CH:17]=[CH:16][C:15]=6[C:20]([NH2:22])=[O:21])[CH2:3][CH2:2]1.Cl>C(O)(=O)C.[Zn]>[CH:1]1([CH2:4][N:5]2[CH2:25][CH2:24][C@@:12]34[C:13]5[C:14]([OH:23])=[C:15]([C:20]([NH2:22])=[O:21])[CH:16]=[CH:17][C:18]=5[CH2:19][C@@H:6]2[C@:7]3([OH:27])[CH2:8][CH2:9][CH2:10][CH2:11]4)[CH2:3][CH2:2]1. Procedure details: To a mixture of (5a)-17-(cyclopropylmethyl)-14-hydroxy-6-oxo-4,5-epoxymorphinan-3-carboxamide [P3] (3.74 g, 10.2 mmol) and zinc powder (33.0 g, 0.51 mol) in acetic acid (220 mL) was added 12N HCl (30 mL). The reaction was heated at 125° C. for 3 hours then allowed to return to room temperature. The mixture was slowly quenched into an ice/water cooled ammonium hydroxide solution at such a rate to ensure the temperature remained below 20° C. The resultant suspension was extracted with DCM (3×500 m... Yields the product S1N=C(C2=C1C=CC=C2)N2CCN(CC2)CCCCOC2=C(C=C(C=C2)C(C)=O)OC (1-[4-[4-[4-(1,2-benzisothiazol-3yl)-1-piperazinyl]butoxy]-3-methoxyphenyl]ethanone). Reported procedure: A mixture of 3-(1-piperazinyl)-1,2-benzisothiazole (4.0 g, 18.2 mmol), 1-[4-(4-bromobutoxy)-3-methoxyphenyl]ethanone (6.0 g, 20.0 mmol), K2 CO3 (3.0 g, 21.8 mmol), KI (200 mg), and acetonitrile (125 ml) was stirred at reflux under N2 for 5 hours. Most of the solvent was removed in vacuo and the resultant gummy residue was partitioned between ethyl acetate and water. The organic extract was washed with water, dried with MgSO4, and concentrated to yield 7.8 g. Purification by preparative HPLC (Wat... Starting materials: N1(CCNCC1)C1=NSC2=C1C=CC=C2 (3-(1-piperazinyl)-1,2-benzisothiazole), BrCCCCOC1=C(C=C(C=C1)C(C)=O)OC (1-[4-(4-bromobutoxy)-3-methoxyphenyl]ethanone), CO3. As a reaction SMILES: [N:1]1([C:7]2[C:11]3[CH:12]=[CH:13][CH:14]=[CH:15][C:10]=3[S:9][N:8]=2)[CH2:6][CH2:5][NH:4][CH2:3][CH2:2]1.Br[CH2:17][CH2:18][CH2:19][CH2:20][O:21][C:22]1[CH:27]=[CH:26][C:25]([C:28](=[O:30])[CH3:29])=[CH:24][C:23]=1[O:31][CH3:32]>C(#N)C>[S:9]1[C:10]2[CH:15]=[CH:14][CH:13]=[CH:12][C:11]=2[C:7]([N:1]2[CH2:6][CH2:5][N:4]([CH2:17][CH2:18][CH2:19][CH2:20][O:21][C:22]3[CH:27]=[CH:26][C:25]([C:28](=[O:30])[CH3:29])=[CH:24][C:23]=3[O:31][CH3:32])[CH2:3][CH2:2]2)=[N:8]1. Solvent: C(C)#N (acetonitrile). Isolated yield 38.7%. Reaction conditions: time 8 hour. Procedure: To ortho-fluoronitrobenzene (18) (6.5 g, 46 mmol) in ethanol (200 mL) and water (200 mL) under nitrogen was added L-phenylalanine (5.10 g, 31 mmol) and sodium bicarbonate (5.19 g, 62 mmol) and the suspension heated at reflux for 48 h. The red solution was coled, extracted with ether (2×50 mL—to remove any unreacted ortho-fluoronitrobenzene and concentrated to ½ volume. Pd/C (20%, 0.5 g) was added and a hydrogen balloon was attached. After stirring overnight the mixture was filtered, acidifed wit... Isolated yield 63.1%. The product is C(C1=CC=CC=C1)[C@H]1C(NC2=CC=CC=C2N1)=O ((3S)-3-benzyl-3,4-dihydro-2(1H)-quinoxalinone). Solvent: C(C)O (ethanol), O (water). Reaction SMILES: F[C:2]1[CH:7]=[CH:6][CH:5]=[CH:4][C:3]=1[N+:8]([O-])=O.[NH2:11][C@H:12]([C:20](O)=[O:21])[CH2:13][C:14]1[CH:19]=[CH:18][CH:17]=[CH:16][CH:15]=1.C(=O)(O)[O-].[Na+]>C(O)C.O>[CH2:13]([C@@H:12]1[NH:11][C:2]2[C:3](=[CH:4][CH:5]=[CH:6][CH:7]=2)[NH:8][C:20]1=[O:21])[C:14]1[CH:19]=[CH:18][CH:17]=[CH:16][CH:15]=1 |f:2.3|. Reactants: FC1=C(C=CC=C1)[N+](=O)[O-] (ortho-fluoronitrobenzene), N[C@@H](CC1=CC=CC=C1)C(=O)O (L-phenylalanine), C([O-])(O)=O.[Na+] (sodium bicarbonate). Reactants: CC(C)C(c1ccc(N)cc1)n1cncn1, CC(=Cc1ccccc1)C(=O)Cl, ClCCl, c1ccncc1. Yields the product CC(=Cc1ccccc1)C(=O)Nc1ccc(C(C(C)C)n2cncn2)cc1. As a reaction SMILES: [CH3:13][CH:14]([CH:15]([n:16]1[n:17][cH:18][n:19][cH:20]1)[c:21]1[cH:22][cH:23][c:24]([NH2:27])[cH:25][cH:26]1)[CH3:28].[CH3:1][C:2]([C:3](=[O:4])[Cl:5])=[CH:6][c:7]1[cH:8][cH:9][cH:10][cH:11][cH:12]1.[Cl:29][CH2:30][Cl:31].[cH:32]1[cH:33][cH:34][n:35][cH:36][cH:37]1>>[CH3:1][C:2]([C:3](=[O:4])[NH:27][c:24]1[cH:23][cH:22][c:21]([CH:15]([CH:14]([CH3:13])[CH3:28])[n:16]2[n:17][cH:18][n:19][cH:20]2)[cH:26][cH:25]1)=[CH:6][c:7]1[cH:8][cH:9][cH:10][cH:11][cH:12]1. Starting materials: Cc1ccc(-c2nc(Oc3ccccc3)nc(-c3ccc(C)cc3C)n2)c(C)c1, Oc1cccc(O)c1. The product is Cc1ccc(-c2nc(-c3ccc(C)cc3C)nc(-c3ccc(O)cc3O)n2)c(C)c1. RXN SMILES: [CH3:9][c:10]1[c:11](-[c:17]2[n:18][c:19]([O:31][c:32]3[cH:33][cH:34][cH:35][cH:36][cH:37]3)[n:20][c:21](-[c:23]3[c:24]([CH3:30])[cH:25][c:26]([CH3:29])[cH:27][cH:28]3)[n:22]2)[cH:12][cH:13][c:14]([CH3:16])[cH:15]1.[OH:1][c:2]1[cH:3][cH:4][cH:5][c:6]([OH:7])[cH:8]1>>[OH:1][c:2]1[cH:3][cH:4][c:5](-[c:19]2[n:18][c:17](-[c:11]3[c:10]([CH3:9])[cH:15][c:14]([CH3:16])[cH:13][cH:12]3)[n:22][c:21](-[c:23]3[c:24]([CH3:30])[cH:25][c:26]([CH3:29])[cH:27][cH:28]3)[n:20]2)[c:6]([OH:7])[cH:8]1.